This data is from the Open Reaction Database (ORD), a public repository of structured organic reaction records. The task is: describe an organic reaction: reactants, conditions, products, and yield The reactants are ClC(C(OCC=C)=N)(Cl)Cl (allyl trichloroacetimidate), C(=O)(OCC1=CC=CC=C1)N[C@@H](CN)C(=O)OC (Nα -(carbobenzyloxy)-β-(amino)-L-alanine, methyl ester), FC(S(=O)(=O)O)(F)F (trifluoromethanesulfonic acid). The solvent is C(Cl)Cl (methylene chloride), C(Cl)Cl.C1CCCCC1 (methylene chloride cyclohexane). Reaction conditions: time 5 hour. Product: C(=O)(OCC1=CC=CC=C1)N[C@@H](CNCC=C)C(=O)OC (Nα -(carbobenzyloxy)-β-(allylamino)-L-alanine, methyl ester). As a reaction SMILES: [C:1]([NH:11][C@H:12]([C:15]([O:17][CH3:18])=[O:16])[CH2:13][NH2:14])([O:3][CH2:4][C:5]1[CH:10]=[CH:9][CH:8]=[CH:7][CH:6]=1)=[O:2].ClC(Cl)(Cl)C(=N)O[CH2:23][CH:24]=[CH2:25].FC(F)(F)S(O)(=O)=O>C(Cl)Cl.C1CCCCC1.C(Cl)Cl>[C:1]([NH:11][C@H:12]([C:15]([O:17][CH3:18])=[O:16])[CH2:13][NH:14][CH2:25][CH:24]=[CH2:23])([O:3][CH2:4][C:5]1[CH:10]=[CH:9][CH:8]=[CH:7][CH:6]=1)=[O:2] |f:3.4|. Procedure details: Dissolve Nα -(carbobenzyloxy)-β-(amino)-L-alanine, methyl ester (15.9 g, 63mmol) in methylene chloride/cyclohexane (1:1, 600 mL). Add allyl trichloroacetimidate (26 g, 128 mmol) and trifluoromethanesulfonic acid (5 mL), 56.6 mmol). Stir at room temperature under a nitrogen atmosphere for 5 hours and dilute with methylene chloride. Wash with saturated aqueous sodium hydrogen carbonate, water, dry (MgSO4) and evaporate the solvent in vacuo. Purify by silica gel chromatography to give Nα -(carboben... Reactants: [Br-].CN1CCC(C2=CC(=CC=C12)C(C)[P+](C1=CC=CC=C1)(C1=CC=CC=C1)C1=CC=CC=C1)(C)C ([1-(1,2,3,4-tetrahydro-1,4,4-trimethyl-6-quinolinyl)ethyl]triphenylphosphonium bromide), C(C1=CC=CC=C1)=O (benzaldehyde), solution, C(CCC)[Li] (n-butyllithium). The solvent is O1CCCC1 (tetrahydrofuran), CCCCCC (hexane). Run at temperature -20 celsius, time 1 hour. The product is CN1CCC(C2=CC(=CC=C12)C(=CC1=CC=CC=C1)C)(C)C (1,2,3,4-tetrahydro-1,4,4-trimethyl-6-(α-methylstyryl)quinoline). Yield: 44.0%. Reaction SMILES: [Br-].[CH3:2][N:3]1[C:12]2[C:7](=[CH:8][C:9]([CH:13]([P+](C3C=CC=CC=3)(C3C=CC=CC=3)C3C=CC=CC=3)[CH3:14])=[CH:10][CH:11]=2)[C:6]([CH3:35])([CH3:34])[CH2:5][CH2:4]1.C([Li])CCC.[CH:41](=O)[C:42]1[CH:47]=[CH:46][CH:45]=[CH:44][CH:43]=1>O1CCCC1.CCCCCC>[CH3:2][N:3]1[C:12]2[C:7](=[CH:8][C:9]([C:13]([CH3:14])=[CH:41][C:42]3[CH:47]=[CH:46][CH:45]=[CH:44][CH:43]=3)=[CH:10][CH:11]=2)[C:6]([CH3:34])([CH3:35])[CH2:5][CH2:4]1 |f:0.1|. Procedure details: 5.1 g of [1-(1,2,3,4-tetrahydro-1,4,4-trimethyl-6-quinolinyl)ethyl]triphenylphosphonium bromide were suspended in 40 ml of tetrahydrofuran and treated at -20° C. with 5.9 ml of a 1.6 molar solution of n-butyllithium in hexane. After stirring at -20° C. for 1 hour, 1 g of benzaldehyde was added thereto and the mixture was stirred at room temperature for an additional 1 hour. After working-up in analogy to Example 49 and recrystallization from hexane, there were obtained 1.2 g of 1,2,3,4-tetrahydr... Reactants: CC(=O)N1c2ccc(O)cc2C(C)(c2ccccc2)CC1(C)C, CCN(C(C)C)C(C)C, C1CCOC1, O=C(Cl)c1ccc(-c2ccccc2)cc1. The product is CC(=O)N1c2ccc(OC(=O)c3ccc(-c4ccccc4)cc3)cc2C(C)(c2ccccc2)CC1(C)C. RXN SMILES: [C:1]([CH3:2])(=[O:3])[N:4]1[C:5]([CH3:22])([CH3:23])[CH2:6][C:7]([CH3:15])([c:16]2[cH:17][cH:18][cH:19][cH:20][cH:21]2)[c:8]2[cH:9][c:10]([OH:14])[cH:11][cH:12][c:13]21.[CH:39]([N:40]([CH2:41][CH3:42])[CH:43]([CH3:44])[CH3:45])([CH3:46])[CH3:47].[O:48]1[CH2:49][CH2:50][CH2:51][CH2:52]1.[c:24]1(-[c:33]2[cH:34][cH:35][cH:36][cH:37][cH:38]2)[cH:25][cH:26][c:27]([C:30](=[O:31])[Cl:32])[cH:28][cH:29]1>>[C:1]([CH3:2])(=[O:3])[N:4]1[C:5]([CH3:22])([CH3:23])[CH2:6][C:7]([CH3:15])([c:16]2[cH:17][cH:18][cH:19][cH:20][cH:21]2)[c:8]2[cH:9][c:10]([O:14][C:30]([c:27]3[cH:26][cH:25][c:24](-[c:33]4[cH:34][cH:35][cH:36][cH:37][cH:38]4)[cH:29][cH:28]3)=[O:31])[cH:11][cH:12][c:13]21. The reactants are BrB(Br)Br, O=C([O-])O, COc1cccc2scc(CCc3ccccc3)c12, ClCCl, [Na+]. Product: Oc1cccc2scc(CCc3ccccc3)c12. As a reaction SMILES: [B:20]([Br:21])([Br:22])[Br:23].[C:24](=[O:25])([O-:26])[OH:27].[CH3:1][O:2][c:3]1[cH:4][cH:5][cH:6][c:7]2[s:8][cH:9][c:10]([CH2:12][CH2:13][c:14]3[cH:15][cH:16][cH:17][cH:18][cH:19]3)[c:11]12.[Cl:29][CH2:30][Cl:31].[Na+:28]>>[OH:2][c:3]1[cH:4][cH:5][cH:6][c:7]2[s:8][cH:9][c:10]([CH2:12][CH2:13][c:14]3[cH:15][cH:16][cH:17][cH:18][cH:19]3)[c:11]12. Run at temperature 90 celsius. Reported procedure: A mixture of 1-chloro-4-fluoro-2-iodobenzene (10 g, 40 mmol), (trimethylsilyl)acetylene (28 mL, 190 mmol), copper(I) iodide (740 mg, 3.9 mmol), (triphenylphosphine)palladium(0) (2.5 g, 2.2 mmol), and N,N-diisopropylethylamine (14 mL, 78 mmol) in 1,4-dioxane (100 mL) was heated at 90° C. for 2 hours. The cooled reaction mixture was then diluted with diethyl ether (200 mL) and washed with water (300 mL). The organic layer was separated, dried over sodium sulfate, filtered, and evaporated in vacuo ... Reaction SMILES: [Cl:1][C:2]1[CH:7]=[CH:6][C:5]([F:8])=[CH:4][C:3]=1I.[CH3:10][Si:11]([C:14]#[CH:15])([CH3:13])[CH3:12].C(N(CC)C(C)C)(C)C>O1CCOCC1.C(OCC)C.[Cu]I>[Cl:1][C:2]1[CH:7]=[CH:6][C:5]([F:8])=[CH:4][C:3]=1[C:15]#[C:14][Si:11]([CH3:13])([CH3:12])[CH3:10]. Run in O1CCOCC1 (1,4-dioxane), C(C)OCC (diethyl ether). Reactants: ClC1=C(C=C(C=C1)F)I (1-chloro-4-fluoro-2-iodobenzene), C[Si](C)(C)C#C ((trimethylsilyl)acetylene), (triphenylphosphine)palladium(0), C(C)(C)N(C(C)C)CC (N,N-diisopropylethylamine). Reagents/catalysts: [Cu]I (copper(I) iodide). Yields the product ClC1=C(C=C(C=C1)F)C#C[Si](C)(C)C (((2-chloro-5-fluorophenyl)ethynyl)trimethylsilane). Yield: 55.1%.